describe an organic reaction: reactants, conditions, products, and yield From a dataset of the Open Reaction Database (ORD), a public repository of structured organic reaction records. Reactants: CC(C)(C)OC(=O)NNC1CCN(C(=O)OCC2c3ccccc3-c3ccccc32)CC1, CCOC(C)=O, Cl, O=C(O)C(F)(F)F. Yields the product Cl, NNC1CCN(C(=O)OCC2c3ccccc3-c3ccccc32)CC1. As a reaction SMILES: [CH3:1][C:2]([CH3:3])([O:4][C:5](=[O:6])[NH:7][NH:8][CH:9]1[CH2:10][CH2:11][N:12]([C:15](=[O:16])[O:17][CH2:18][CH:19]2[c:20]3[cH:21][cH:22][cH:23][cH:24][c:25]3-[c:26]3[cH:27][cH:28][cH:29][cH:30][c:31]32)[CH2:13][CH2:14]1)[CH3:32].[CH3:41][CH2:42][O:43][C:44](=[O:45])[CH3:46].[ClH:33].[OH:34][C:35]([C:36]([F:37])([F:38])[F:39])=[O:40]>>[ClH:33].[NH2:7][NH:8][CH:9]1[CH2:10][CH2:11][N:12]([C:15](=[O:16])[O:17][CH2:18][CH:19]2[c:20]3[cH:21][cH:22][cH:23][cH:24][c:25]3-[c:26]3[cH:27][cH:28][cH:29][cH:30][c:31]32)[CH2:13][CH2:14]1. Starting materials: N#Cc1cnn2cc[nH]c12, [NH4+], [OH-], O, O=S(=O)(O)O. The product is NC(=O)c1cnn2cc[nH]c12. As a reaction SMILES: [C:1](#[N:2])[c:3]1[c:4]2[n:5]([n:6][cH:7]1)[cH:8][cH:9][nH:10]2.[NH4+:16].[OH-:17].[OH2:18].[S:11]([OH:12])(=[O:13])(=[O:14])[OH:15]>>[C:1]([NH2:2])([c:3]1[c:4]2[n:5]([n:6][cH:7]1)[cH:8][cH:9][nH:10]2)=[O:12]. RXN SMILES: [C:16]([CH3:17])([CH3:18])([CH3:19])[O:20][C:21](=[O:22])[NH:23][CH:24]([CH2:25][c:26]1[n:27][cH:28][s:29][cH:30]1)[C:31](=[O:32])[OH:33].[C:34]([CH3:35])([CH3:36])([CH3:37])[O:38][C:39]([CH2:40][NH2:41])=[O:42].[CH3:43][C:44](=[O:45])[OH:46].[CH3:47][CH2:48][O:49][C:50](=[O:51])[CH3:52].[CH:1]1([N:2]=[C:3]=[N:4][CH:5]2[CH2:6][CH2:7][CH2:8][CH2:9][CH2:10]2)[CH2:11][CH2:12][CH2:13][CH2:14][CH2:15]1>>[C:16]([CH3:17])([CH3:18])([CH3:19])[O:20][C:21](=[O:22])[NH:23][CH:24]([CH2:25][c:26]1[n:27][cH:28][s:29][cH:30]1)[C:31](=[O:33])[NH:41][CH2:40][C:39]([O:38][C:34]([CH3:35])([CH3:36])[CH3:37])=[O:42]. Reactants: CC(C)(C)OC(=O)NC(Cc1cscn1)C(=O)O, CC(C)(C)OC(=O)CN, CC(=O)O, CCOC(C)=O, C(=NC1CCCCC1)=NC1CCCCC1. The product is CC(C)(C)OC(=O)CNC(=O)C(Cc1cscn1)NC(=O)OC(C)(C)C. Reactants: [Br-], CCCC[N+](CCCC)(CCCC)CCCC, Cc1ccsc1N=C=O, Cc1ccccc1, CC(CCl)CNc1ccccc1, [K+], [OH-]. Product: Cc1ccsc1N1CC(C)CN(c2ccccc2)C1=O. Reaction SMILES: [Br-:31].[CH2:32]([N+:33]([CH2:34][CH2:35][CH2:36][CH3:37])([CH2:38][CH2:39][CH2:40][CH3:41])[CH2:42][CH2:43][CH2:44][CH3:45])[CH2:46][CH2:47][CH3:48].[CH3:13][c:14]1[c:15]([N:19]=[C:20]=[O:21])[s:16][cH:17][cH:18]1.[CH3:24][c:25]1[cH:26][cH:27][cH:28][cH:29][cH:30]1.[Cl:1][CH2:2][CH:3]([CH2:4][NH:5][c:6]1[cH:7][cH:8][cH:9][cH:10][cH:11]1)[CH3:12].[K+:23].[OH-:22]>>[CH2:2]1[CH:3]([CH3:12])[CH2:4][N:5]([c:6]2[cH:7][cH:8][cH:9][cH:10][cH:11]2)[C:20](=[O:21])[N:19]1[c:15]1[c:14]([CH3:13])[cH:18][cH:17][s:16]1.